Dataset: the Open Reaction Database (ORD), a public repository of structured organic reaction records. Task: describe an organic reaction: reactants, conditions, products, and yield Starting materials: Cc1ccc(N(C)C)cc1, ClC(Cl)Cl, O=C1Cn2ncnc2-c2cc(F)ccc2N1, [Na+], O=C([O-])O, O=P(Cl)(Cl)Cl. Yields the product Fc1ccc2c(c1)-c1ncnn1CC(Cl)=N2. As a reaction SMILES: [CH3:17][N:18]([CH3:19])[c:20]1[cH:21][cH:22][c:23]([CH3:24])[cH:25][cH:26]1.[CH:37]([Cl:38])([Cl:39])[Cl:40].[F:1][c:2]1[cH:3][cH:4][c:5]2[c:6]([cH:16]1)-[c:7]1[n:8][cH:9][n:10][n:11]1[CH2:12][C:13](=[O:15])[NH:14]2.[Na+:32].[OH:33][C:34](=[O:35])[O-:36].[P:27]([Cl:28])([Cl:29])([Cl:30])=[O:31]>>[F:1][c:2]1[cH:3][cH:4][c:5]2[c:6]([cH:16]1)-[c:7]1[n:8][cH:9][n:10][n:11]1[CH2:12][C:13]([Cl:29])=[N:14]2.